Dataset: the Open Reaction Database (ORD), a public repository of structured organic reaction records. Task: describe an organic reaction: reactants, conditions, products, and yield As a reaction SMILES: [C:1](=[O:2])([CH3:3])[NH:4][c:5]1[c:6]([N+:19](=[O:20])[O-:21])[c:7]([C:15]([F:16])([F:17])[F:18])[cH:8][c:9]([C:11]([F:12])([F:13])[F:14])[cH:10]1.[CH3:23][CH2:24][OH:25].[ClH:22]>>[NH2:4][c:5]1[c:6]([N+:19](=[O:20])[O-:21])[c:7]([C:15]([F:16])([F:17])[F:18])[cH:8][c:9]([C:11]([F:12])([F:13])[F:14])[cH:10]1. Reactants: CC(=O)Nc1cc(C(F)(F)F)cc(C(F)(F)F)c1[N+](=O)[O-], CCO, Cl. Product: Nc1cc(C(F)(F)F)cc(C(F)(F)F)c1[N+](=O)[O-]. Reaction conditions: time 8 hour. Product: FC=1C=C(C=CC1F)C1=NC2=CC=C(C=C2N=C1N1[C@H](CCC1)C)C(=O)O ((S)-2-(3,4-difluorophenyl)-3-(2-methylpyrrolidin-1-yl)quinoxaline-6-carboxylic acid). Procedure details: To a solution of (S)-methyl 2-(3,4-difluorophenyl)-3-(2-methylpyrrolidin-1-yl)quinoxaline-6-carboxylate (80 mg, 0.23 mmol) in methanol (10 mL) was added sodium hydroxide (40 mg, 1 mmol). After stirring overnight at room temperature, the reaction mixture was concentrated under reduced pressure to afford a residue, which was dissolved in water (10 mL), adjusted the pH to 6 with 3N HCl, and filtered to give (S)-2-(3,4-difluorophenyl)-3-(2-methylpyrrolidin-1-yl)quinoxaline-6-carboxylic acid as a lig... The yield is 52.4%. Reactants: FC=1C=C(C=CC1F)C1=NC2=CC=C(C=C2N=C1N1[C@H](CCC1)C)C(=O)OC ((S)-methyl 2-(3,4-difluorophenyl)-3-(2-methylpyrrolidin-1-yl)quinoxaline-6-carboxylate), [OH-].[Na+] (sodium hydroxide), Cl (HCl). Run in O (water), CO (methanol). As a reaction SMILES: [F:1][C:2]1[CH:3]=[C:4]([C:9]2[C:18]([N:19]3[CH2:23][CH2:22][CH2:21][C@@H:20]3[CH3:24])=[N:17][C:16]3[C:11](=[CH:12][CH:13]=[C:14]([C:25]([O:27]C)=[O:26])[CH:15]=3)[N:10]=2)[CH:5]=[CH:6][C:7]=1[F:8].[OH-].[Na+].Cl>CO.O>[F:1][C:2]1[CH:3]=[C:4]([C:9]2[C:18]([N:19]3[CH2:23][CH2:22][CH2:21][C@@H:20]3[CH3:24])=[N:17][C:16]3[C:11](=[CH:12][CH:13]=[C:14]([C:25]([OH:27])=[O:26])[CH:15]=3)[N:10]=2)[CH:5]=[CH:6][C:7]=1[F:8] |f:1.2|. Starting materials: O=C([O-])[O-], CC#N, CCCCCCCCI, [K+], [K+], O=Cc1cccc(O)c1. Yields the product CCCCCCCCOc1cccc(C=O)c1. Reaction SMILES: [C:10](=[O:11])([O-:12])[O-:13].[CH3:25][C:26]#[N:27].[I:16][CH2:17][CH2:18][CH2:19][CH2:20][CH2:21][CH2:22][CH2:23][CH3:24].[K+:14].[K+:15].[OH:1][c:2]1[cH:3][c:4]([CH:5]=[O:6])[cH:7][cH:8][cH:9]1>>[O:1]([c:2]1[cH:3][c:4]([CH:5]=[O:6])[cH:7][cH:8][cH:9]1)[CH2:17][CH2:18][CH2:19][CH2:20][CH2:21][CH2:22][CH2:23][CH3:24]. Reactants: ClC=1C=C(OCC2=CC=C(C(=O)OC)C=C2)C=CC1 (Methyl 4-[(3-Chlorophenoxy)methyl]benzoate), [Li+].[OH-] (LiOH), C(CC(O)(C(=O)O)CC(=O)O)(=O)O (citric acid). Solvent: C1CCOC1.CO.O (THF MeOH H2O). Reaction conditions: time 4 hour. Yields the product ClC=1C=C(OCC2=CC=C(C(=O)O)C=C2)C=CC1 (4-[(3-Chlorophenoxy)methyl]benzoic acid). RXN SMILES: [Cl:1][C:2]1[CH:3]=[C:4]([CH:17]=[CH:18][CH:19]=1)[O:5][CH2:6][C:7]1[CH:16]=[CH:15][C:10]([C:11]([O:13]C)=[O:12])=[CH:9][CH:8]=1.[Li+].[OH-].C(O)(=O)CC(CC(O)=O)(C(O)=O)O>C1COCC1.CO.O>[Cl:1][C:2]1[CH:3]=[C:4]([CH:17]=[CH:18][CH:19]=1)[O:5][CH2:6][C:7]1[CH:16]=[CH:15][C:10]([C:11]([OH:13])=[O:12])=[CH:9][CH:8]=1 |f:1.2,4.5.6|. Procedure details: A mixture of compound 35c (340 mg, 1.18 mmol) and LiOH (114 mg, 4.74 mmol) in THF/MeOH/H2O (3/3/3 mL) was stirred for 4 h. A 15% citric acid solution (10 mL) was added. The mixture was then extracted with EtOAc (3×). The combined organic extracts were washed with brine, dried over Na2SO4, and concentrated under reduced pressure. The resultant residue, compound 35d (230 mg) was dried under reduced pressure for 18 h and used without further purification. Reactants: C1CCOC1, COc1ccc(-c2nn3ccccc3c2C(=NO)C(C)C)cc1, C[Si](C)(C)N=C=O, c1ccncc1. Product: COc1ccc(-c2nn3ccccc3c2C(=NOC(N)=O)C(C)C)cc1. As a reaction SMILES: [CH2:37]1[O:38][CH2:39][CH2:40][CH2:41]1.[CH3:1][O:2][c:3]1[cH:4][cH:5][c:6](-[c:9]2[n:10][n:11]3[c:12]([cH:13][cH:14][cH:15][cH:16]3)[c:17]2[C:18]([CH:19]([CH3:20])[CH3:21])=[N:22][OH:23])[cH:7][cH:8]1.[CH3:24][Si:25]([CH3:26])([CH3:27])[N:28]=[C:29]=[O:30].[cH:31]1[cH:32][cH:33][n:34][cH:35][cH:36]1>>[CH3:1][O:2][c:3]1[cH:4][cH:5][c:6](-[c:9]2[n:10][n:11]3[c:12]([cH:13][cH:14][cH:15][cH:16]3)[c:17]2[C:18]([CH:19]([CH3:20])[CH3:21])=[N:22][O:23][C:29]([NH2:28])=[O:30])[cH:7][cH:8]1. The reactants are C(C)OC(=O)C=1C=NN2C1N=CC(=C2)CCCO (6-(3-hydroxy-propyl)-pyrazolo[1,5-a]pyrimidine-3-carboxylic acid ethyl ester), Cl (hydrochloric acid). The reagents and catalysts are [OH-].[Na+] (sodium hydroxide). Yields the product OCCCC=1C=NC=2N(C1)N=CC2C(=O)O (6-(3-hydroxy-propyl)-pyrazolo[1,5-a]pyrimidine-3-carboxylic acid). As a reaction SMILES: C([O:3][C:4]([C:6]1[CH:7]=[N:8][N:9]2[CH:14]=[C:13]([CH2:15][CH2:16][CH2:17][OH:18])[CH:12]=[N:11][C:10]=12)=[O:5])C.Cl>[OH-].[Na+]>[OH:18][CH2:17][CH2:16][CH2:15][C:13]1[CH:12]=[N:11][C:10]2[N:9]([N:8]=[CH:7][C:6]=2[C:4]([OH:5])=[O:3])[CH:14]=1 |f:2.3|. Reported procedure: A mixture of 6-(3-hydroxy-propyl)-pyrazolo[1,5-a]pyrimidine-3-carboxylic acid ethyl ester (5 mg) and an aqueous solution of sodium hydroxide (5 drops) was stirred at room temperature for 16 hours. The reaction mixture was then acidified by addition of an aqueous solution of hydrochloric acid (3 M). The precipitate was collected by filtration to give 6-(3-hydroxy-propyl)-pyrazolo[1,5-a]pyrimidine-3-carboxylic acid. MS=222 [M+H]+. Starting materials: N1C=C(C2=CC=CC=C12)CCCO (3-(1H-Indol-3-yl)propanol), C(Br)(Br)(Br)Br (carbon tetrabromide), C1(=CC=CC=C1)P(C1=CC=CC=C1)C1=CC=CC=C1 (triphenylphosphine). Run in C(C)#N (acetonitrile). Reaction conditions: temperature 0 celsius, time 3 hour. Product: BrCCCC1=CNC2=CC=CC=C12 (3-(3-bromopropyl)-1H-indole). Yield: 101.3%. As a reaction SMILES: [NH:1]1[C:9]2[C:4](=[CH:5][CH:6]=[CH:7][CH:8]=2)[C:3]([CH2:10][CH2:11][CH2:12]O)=[CH:2]1.C(Br)(Br)(Br)[Br:15].C1(P(C2C=CC=CC=2)C2C=CC=CC=2)C=CC=CC=1>C(#N)C>[Br:15][CH2:12][CH2:11][CH2:10][C:3]1[C:4]2[C:9](=[CH:8][CH:7]=[CH:6][CH:5]=2)[NH:1][CH:2]=1. Reported procedure: To a suspension of litium aluminum hydride (8.0 g) in tetrahydrofuran (500 mL) was a solution of 3-indolepropionic acid (20 g) in tetrahydrofuran (100 mL) added dropwise. The reaction mixture was stirred for 1 h at room temperature and subsequently cooled to 5° C. After sequential addition of water (16 mL), 15% aqueous sodium hydroxide (8.0 mL) and water (40 mL), the reaction mixture was stirred at room temperature over night and filtered. Evaporation of the volatile solvents gave pure 3-(1H-ind...